Dataset: the Open Reaction Database (ORD), a public repository of structured organic reaction records. Task: describe an organic reaction: reactants, conditions, products, and yield Reactants: FC(C1=CC=CC(=N1)C(=O)OC)F (methyl 6-(difluoromethyl)pyridine-2-carboxylate), O1CCCC1 (Tetrahydrofuran), O.[OH-].[Li+] (Lithium hydroxide, monohydrate). Run in O (Water). Conditions: time 2 hour. The product is FC(C1=CC=CC(=N1)C(=O)O)F (6-(difluoromethyl)pyridine-2-carboxylic acid). Isolated yield 65.2%. As a reaction SMILES: [F:1][CH:2]([F:13])[C:3]1[N:8]=[C:7]([C:9]([O:11]C)=[O:10])[CH:6]=[CH:5][CH:4]=1.O1CCCC1.O.[OH-].[Li+]>O>[F:13][CH:2]([F:1])[C:3]1[N:8]=[C:7]([C:9]([OH:11])=[O:10])[CH:6]=[CH:5][CH:4]=1 |f:2.3.4|. Reported procedure: To a solution of methyl 6-(difluoromethyl)pyridine-2-carboxylate (0.58 g, 3.1 mmol, from Step 1) in Water (22 mL) and Tetrahydrofuran (20 mL, 250 mmol) was added Lithium hydroxide, monohydrate (0.65 g, 15 mmol). The reaction was stirred for 2 hours. The basic mixture was extracted with ether, which was discarded. The mixture was then acidified by the addition of 1N HCl and the volume of solvent reduced in vacuo. The product was purified via preparative HPLC-MS (C18, eluting with a gradient of H2... As a reaction SMILES: [Br:1][C:2]1[CH:3]=[C:4]([NH:8][C:9]2[CH:17]=[C:16]([Cl:18])[CH:15]=[CH:14][C:10]=2[C:11]([OH:13])=O)[CH:5]=[CH:6][CH:7]=1.O.[H-].[Na+].[CH3:22]OS(OC)(=O)=O>OS(O)(=O)=O.CN(C=O)C>[Br:1][C:2]1[C:3]2[C:11](=[O:13])[C:10]3[C:9](=[CH:17][C:16]([Cl:18])=[CH:15][CH:14]=3)[N:8]([CH3:22])[C:4]=2[CH:5]=[CH:6][CH:7]=1 |f:2.3|. Reported procedure: (Method E-3) 2-(3-Bromo-phenylamino)-4-chlorobenzoic acid, 14 (4 g, 12.2 mmol) was heated in conc. H2SO4 (50 ml) for 30 min then allowed to cool to room temperature. Water was added slowly and the precipitate filtered off, washed with water and dried over phosphorous pentoxide. The crude material was suspended in DMF (50 mL) and added under nitrogen to NaH (1.2 g, 50 mmol) in DMF (50 mL). After 30 min dimethylsulphate (3 ml, 18 mmol) was added and stirring continued for 1 hr. Addition of water g... Run in OS(=O)(=O)O (H2SO4), CN(C)C=O (DMF). Reactants: BrC=1C=C(C=CC1)NC1=C(C(=O)O)C=CC(=C1)Cl (2-(3-Bromo-phenylamino)-4-chlorobenzoic acid), BrC=1C=C(C=CC1)NC1=C(C(=O)O)C=CC(=C1)Cl (2-(3-Bromo-phenylamino)-4-chlorobenzoic acid), [H-].[Na+] (NaH), COS(=O)(=O)OC (dimethylsulphate), O (Water), O (water). The product is BrC1=CC=CC=2N(C3=CC(=CC=C3C(C12)=O)Cl)C (1-Bromo-6-chloro-10-methyl-10H-acridin-9-one). Isolated yield 17.0%. Reaction conditions: time 1 hour. Starting materials: C(C)(=O)OCC1=CC=C(C=C1)CCC(C(F)(F)F)(F)F (4-(3,3,4,4,4-Pentafluorobutyl)benzenemethanol acetate), [OH-].[K+] (potassium hydroxide), Cl (hydrochloric acid). Run in CO (methanol). Yields the product FC(CCC1=CC=C(C=C1)CO)(C(F)(F)F)F (4-(3,3,4,4,4-pentafluorobutyl)benzenemethanol). Yield: 87.0%. As a reaction SMILES: C([O:4][CH2:5][C:6]1[CH:11]=[CH:10][C:9]([CH2:12][CH2:13][C:14]([F:20])([F:19])[C:15]([F:18])([F:17])[F:16])=[CH:8][CH:7]=1)(=O)C.[OH-].[K+].Cl>CO>[F:19][C:14]([F:20])([C:15]([F:16])([F:17])[F:18])[CH2:13][CH2:12][C:9]1[CH:8]=[CH:7][C:6]([CH2:5][OH:4])=[CH:11][CH:10]=1 |f:1.2|. Procedure: 4-(3,3,4,4,4-Pentafluorobutyl)benzenemethanol acetate (525 mg, 1.42 mmol) was heated to reflux with aqueous potassium hydroxide solution (40%; 399 μL, 2.84 mmol) in methanol (6 mL) for two hours. The residue was acidified with 1 M aqueous hydrochloric acid, and extracted with ethyl acetate. The combined organic layers were concentrated under reduced pressure. Flash chromatography gave 314 mg of 4-(3,3,4,4,4-pentafluorobutyl)benzenemethanol; 1H NMR (300 MHz, CDCl3) δ 7.33 (d, 2H), 7.21 (d, 2H), 4... RXN SMILES: [CH3:1][N:2]1[C:12](=[O:13])[C:6]2[S:7][CH2:8][CH2:9][NH:10][CH2:11][C:5]=2[CH:4]=[N:3]1.N1C=CC=CC=1.[N+:20]([C:23]1[CH:31]=[CH:30][C:26]([C:27](Cl)=[O:28])=[CH:25][CH:24]=1)([O-:22])=[O:21]>O>[CH3:1][N:2]1[C:12](=[O:13])[C:6]2[S:7][CH2:8][CH2:9][NH:10][CH:11]([C:27](=[O:28])[C:26]3[CH:25]=[CH:24][C:23]([N+:20]([O-:22])=[O:21])=[CH:31][CH:30]=3)[C:5]=2[CH:4]=[N:3]1. Isolated yield 77.0%. Procedure details: To a suspension of 0.8 g (4.06 mmol) of 8-methyl-2,3,4,5-tetrahydro-9(8H)-pyridazino[4,5-b][1,5]thiazepinone in 8 ml of anhydrous pyridine 0.99 g (5.33 mmol) of 4-nitrobenzoyl chloride is added, whereafter the suspension is stirred for 18-20 hours at 55-60° C., while adding every 4 hours 0.5 g (2.54 mmol) of 4-nitrobenzoyl chloride. The reaction mixture is poured on 60 ml of icy water and extracted with 3×50 ml of dichloromethane. The organic phase is washed with 2×50 ml of 2 M hydrochloric acid... Run at temperature 57.5 celsius, time 19 hour. Solvent: O (water). Product: CN1N=CC2=C(SCCNC2C(C2=CC=C(C=C2)[N+](=O)[O-])=O)C1=O (8-Methyl-5-(4-nitrobenzoyl)-2,3,4,5-tetrahydro-9(8H)-pyridazino[4,5-b][1,5]thiazepinone). The reactants are CN1N=CC2=C(SCCNC2)C1=O (8-methyl-2,3,4,5-tetrahydro-9(8H)-pyridazino[4,5-b][1,5]thiazepinone), N1=CC=CC=C1 (pyridine), [N+](=O)([O-])C1=CC=C(C(=O)Cl)C=C1 (4-nitrobenzoyl chloride), [N+](=O)([O-])C1=CC=C(C(=O)Cl)C=C1 (4-nitrobenzoyl chloride). Starting materials: Cl.Cl.COC1=C(CN2CCNCC2)C=CC(=C1OC)OC (1-(2,3,4-trimethoxybenzyl)piperazine dihydrochloride), ClCC(=O)OC1=CC=C(C=C1)OC (4-methoxyphenyl chloroacetate), C([O-])([O-])=O.[K+].[K+] (potassium carbonate), CN(C=O)C (N,N-dimethylformamide). Solvent: O (water). Yields the product COC1=CC=C(OC(=O)CN2CCN(CC2)CC2=C(C(=C(C=C2)OC)OC)OC)C=C1 (1-[(4-methoxyphenoxy)carbonylmethyl]-4-(2,3,4-trimethoxybenzyl)piperazine). RXN SMILES: Cl.Cl.[CH3:3][O:4][C:5]1[C:17]([O:18][CH3:19])=[C:16]([O:20][CH3:21])[CH:15]=[CH:14][C:6]=1[CH2:7][N:8]1[CH2:13][CH2:12][NH:11][CH2:10][CH2:9]1.Cl[CH2:23][C:24]([O:26][C:27]1[CH:32]=[CH:31][C:30]([O:33][CH3:34])=[CH:29][CH:28]=1)=[O:25].C(=O)([O-])[O-].[K+].[K+].CN(C)C=O>O>[CH3:34][O:33][C:30]1[CH:31]=[CH:32][C:27]([O:26][C:24]([CH2:23][N:11]2[CH2:12][CH2:13][N:8]([CH2:7][C:6]3[CH:14]=[CH:15][C:16]([O:20][CH3:21])=[C:17]([O:18][CH3:19])[C:5]=3[O:4][CH3:3])[CH2:9][CH2:10]2)=[O:25])=[CH:28][CH:29]=1 |f:0.1.2,4.5.6|. Procedure: A mixture of 1-(2,3,4-trimethoxybenzyl)piperazine dihydrochloride (prepared by the method disclosed in Japanese Patent First Publication (Kokai) No. 32889/1973) (17.0 g), 4-methoxyphenyl chloroacetate (prepared by the method disclosed in U.S. Pat. No. 3,657,318) (10 g), potassium carbonate (27.6 g) and N,N-dimethylformamide (200 ml) is stirred at 50° C. for 4 hours. To the reaction mixture is added water (400 ml), and the mixture is extracted with chloroform (400 ml). The organic layer is washed... The reactants are C1(CC1)[Mg]Br (cyclopropylmagnesium bromide), C1=CC=CC=2C(C3=C(CCC21)C=CC=C3)=O (10,11-dihydro-5H-dibenzo[a,d]cyclohepten-5-one), Cl (hydrochloric acid), [Cl-].[NH4+] (ammonium chloride). Reaction SMILES: [CH:1]1([Mg]Br)[CH2:3][CH2:2]1.[CH:6]1[C:16]2[CH2:15][CH2:14][C:13]3[CH:17]=[CH:18][CH:19]=[CH:20][C:12]=3[C:11](=[O:21])[C:10]=2[CH:9]=[CH:8][CH:7]=1.[Cl-].[NH4+].Cl>C1COCC1>[CH:1]1([C:11]2([OH:21])[C:12]3[CH:20]=[CH:19][CH:18]=[CH:17][C:13]=3[CH2:14][CH2:15][C:16]3[CH:6]=[CH:7][CH:8]=[CH:9][C:10]2=3)[CH2:3][CH2:2]1 |f:2.3|. Reported procedure: A solution of cyclopropylmagnesium bromide in dry THF (prepared from cyclopropylbromide (12.1 g, 0.10 mol), magnesium turnings (2.45 g, 0.10 mol) and dry THF (65 ml)) was placed under an atmosphere of nitrogen. A solution of 10,11-dihydro-5H-dibenzo[a,d]cyclohepten-5-one (10.4 g, 0.05 mol) in dry THF (25 ml) was added dropwise and when addition was complete the mixture was heated at reflux for 30 minutes. The reaction mixture was cooled on an ice-bath and saturated ammonium chloride (50 ml) was ... Run in C1CCOC1 (THF), C1CCOC1 (THF). The product is C1(CC1)C1(C2=C(CCC3=C1C=CC=C3)C=CC=C2)O (5-cyclopropyl-10,11-dihydro-5H-dibenzo[a,d]cyclohepten-5-ol).